This data is from the Open Reaction Database (ORD), a public repository of structured organic reaction records. The task is: describe an organic reaction: reactants, conditions, products, and yield Reactants: CO, COCCCOc1cc(CC(CC(NC(=O)OC(C)(C)C)C(O)CN=[N+]=[N-])C(C)C)ccc1OC. Product: COCCCOc1cc(CC(CC(NC(=O)OC(C)(C)C)C(O)CN)C(C)C)ccc1OC. Reaction SMILES: [CH3:36][OH:37].[N:1](=[N+:2]=[N-:3])[CH2:4][CH:5]([OH:6])[CH:7]([CH2:8][CH:9]([CH:10]([CH3:11])[CH3:12])[CH2:13][c:14]1[cH:15][c:16]([O:22][CH2:23][CH2:24][CH2:25][O:26][CH3:27])[c:17]([O:20][CH3:21])[cH:18][cH:19]1)[NH:28][C:29]([O:30][C:31]([CH3:32])([CH3:33])[CH3:34])=[O:35]>>[NH2:1][CH2:4][CH:5]([OH:6])[CH:7]([CH2:8][CH:9]([CH:10]([CH3:11])[CH3:12])[CH2:13][c:14]1[cH:15][c:16]([O:22][CH2:23][CH2:24][CH2:25][O:26][CH3:27])[c:17]([O:20][CH3:21])[cH:18][cH:19]1)[NH:28][C:29]([O:30][C:31]([CH3:32])([CH3:33])[CH3:34])=[O:35].